From a dataset of the Open Reaction Database (ORD), a public repository of structured organic reaction records. describe an organic reaction: reactants, conditions, products, and yield Starting materials: [Br-], [Li]C(C)(C)C, CC[Mg+], C1CCOC1, O, c1ccc2c(c1)sc1ccccc12. Yields the product Oc1cccc2c1sc1ccccc12. As a reaction SMILES: [Br-:19].[C:14]([Li:15])([CH3:16])([CH3:17])[CH3:18].[CH2:20]([Mg+:21])[CH3:22].[CH2:24]1[CH2:27][CH2:26][CH2:25][O:28]1.[O:23].[cH:1]1[cH:2][cH:3][c:4]2[c:5]([cH:6]1)[s:7][c:8]1[cH:9][cH:10][cH:11][cH:12][c:13]21>>[cH:1]1[cH:2][cH:3][c:4]2[c:5]([cH:6]1)[s:7][c:8]1[c:9]([OH:28])[cH:10][cH:11][cH:12][c:13]21.